The task is: describe an organic reaction: reactants, conditions, products, and yield. This data is from the Open Reaction Database (ORD), a public repository of structured organic reaction records. The reactants are CC(C)CCCC(CCCC(CCCCC(CCCC(CCCC(C)C)C)(O)C)(O)C)C (2,6,10,15,19,23-hexamethyltetracosane-10,15-diol). Reagents/catalysts: [Pd] (palladium). The solvent is C(C)(=O)O (acetic acid). Yields the product CC(C)CCCC(C)CCCC(C)CCCCC(C)CCCC(C)CCCC(C)C (squalane). RXN SMILES: [CH3:1][CH:2]([CH2:4][CH2:5][CH2:6][CH:7]([CH3:32])[CH2:8][CH2:9][CH2:10][C:11]([CH3:31])(O)[CH2:12][CH2:13][CH2:14][CH2:15][C:16]([CH3:29])(O)[CH2:17][CH2:18][CH2:19][CH:20]([CH3:27])[CH2:21][CH2:22][CH2:23][CH:24]([CH3:26])[CH3:25])[CH3:3]>[Pd].C(O)(=O)C>[CH3:26][CH:24]([CH2:23][CH2:22][CH2:21][CH:20]([CH2:19][CH2:18][CH2:17][CH:16]([CH2:15][CH2:14][CH2:13][CH2:12][CH:11]([CH2:10][CH2:9][CH2:8][CH:7]([CH2:6][CH2:5][CH2:4][CH:2]([CH3:3])[CH3:1])[CH3:32])[CH3:31])[CH3:29])[CH3:27])[CH3:25]. Reported procedure: Then in 300 ml autoclave were placed 20 g of the distilled 2,6,10,15,19,23-hexamethyltetracosane-10,15-diol, 40 ml of glacial acetic acid and 1 g of 5 % palladium on active carbon and the mixture was hydrogenated at 200° C under a hydrogen pressure of 100 kg/cm2 for 10 hours. The catalyst was filtered off, the reaction mixture and the acetic acid was distilled off to afford squalane in 100 % conversion ratio, which was distilled through a packed column to give 14.2 g of the purified squalane. The reactants are CN(C)NC(=O)SC=1C=NC=CC1 (3-dimethylaminocarbamoylthiopyridine), [OH-].[Na+] (sodium hydroxide), BrCCCCN1C(C=2C(C1=O)=CC=CC2)=O (N-(4-bromobutyl)phthalimide). The solvent is CO (methanol). Product: C1(C=2C(C(N1CCCCSC=1C=NC=CC1)=O)=CC=CC2)=O (3-(4-phthalimidobutylthio)pyridine). Isolated yield 4.5%. Reaction SMILES: CN(N[C:5]([S:7][C:8]1[CH:9]=[N:10][CH:11]=[CH:12][CH:13]=1)=O)C.[OH-].[Na+].BrC[CH2:18][CH2:19][CH2:20][N:21]1[C:25](=[O:26])[C:24]2=[CH:27][CH:28]=[CH:29][CH:30]=[C:23]2[C:22]1=[O:31]>CO>[C:22]1(=[O:31])[N:21]([CH2:20][CH2:19][CH2:18][CH2:5][S:7][C:8]2[CH:9]=[N:10][CH:11]=[CH:12][CH:13]=2)[C:25](=[O:26])[C:24]2=[CH:27][CH:28]=[CH:29][CH:30]=[C:23]12 |f:1.2|. Procedure: To a solution of 3.64 g (20 mmol) of 3-dimethylaminocarbamoylthiopyridine in 100 ml of methanol was added 1.6 g (40 mmol) of sodium hydroxide. The mixture was heated and refluxed for 3 hours under nitrogen atmosphere. After cooling, 5.64 g (20 mmol) of N-(4-bromobutyl)phthalimide was added. The mixture was heated and refluxed for 2.5 hours. The solvent was distilled off and chloroform was added to the residue. The mixture was washed with water and dried over anhydrous magnesium sulfate. The solv... Reactants: CCO, CCOC(=O)CCN(C)C(=O)c1ccc(NC(c2oc3c(F)cc(F)cc3c2C)C2CCCC2)cc1, [Na+], [OH-]. Product: Cc1c(C(Nc2ccc(C(=O)N(C)CCC(=O)O)cc2)C2CCCC2)oc2c(F)cc(F)cc12. As a reaction SMILES: [CH3:37][CH2:38][OH:39].[CH:1]1([CH:6]([c:7]2[o:8][c:9]3[c:10]([c:11]2[CH3:12])[cH:13][c:14]([F:18])[cH:15][c:16]3[F:17])[NH:19][c:20]2[cH:21][cH:22][c:23]([C:26](=[O:27])[N:28]([CH2:29][CH2:30][C:31](=[O:32])[O:33][CH2:34][CH3:35])[CH3:36])[cH:24][cH:25]2)[CH2:2][CH2:3][CH2:4][CH2:5]1.[Na+:41].[OH-:40]>>[CH:1]1([CH:6]([c:7]2[o:8][c:9]3[c:10]([c:11]2[CH3:12])[cH:13][c:14]([F:18])[cH:15][c:16]3[F:17])[NH:19][c:20]2[cH:21][cH:22][c:23]([C:26](=[O:27])[N:28]([CH2:29][CH2:30][C:31](=[O:32])[OH:33])[CH3:36])[cH:24][cH:25]2)[CH2:2][CH2:3][CH2:4][CH2:5]1. The reactants are CN(C)C=O, O=C(OC1CC(CI)N(C(=O)OCc2ccc([N+](=O)[O-])cc2)C1)c1ccccc1, N#C[Na], O. Product: N#CCC1CC(OC(=O)c2ccccc2)CN1C(=O)OCc1ccc([N+](=O)[O-])cc1. As a reaction SMILES: [CH3:33][N:34]([CH3:35])[CH:36]=[O:37].[N+:1](=[O:2])([O-:3])[c:4]1[cH:5][cH:6][c:7]([CH2:8][O:9][C:10](=[O:11])[N:12]2[CH:13]([CH2:26][I:27])[CH2:14][CH:15]([O:17][C:18]([c:19]3[cH:20][cH:21][cH:22][cH:23][cH:24]3)=[O:25])[CH2:16]2)[cH:28][cH:29]1.[Na:30][C:31]#[N:32].[OH2:38]>>[N+:1](=[O:2])([O-:3])[c:4]1[cH:5][cH:6][c:7]([CH2:8][O:9][C:10](=[O:11])[N:12]2[CH:13]([CH2:26][C:31]#[N:32])[CH2:14][CH:15]([O:17][C:18]([c:19]3[cH:20][cH:21][cH:22][cH:23][cH:24]3)=[O:25])[CH2:16]2)[cH:28][cH:29]1. Starting materials: N1N=C(N=C1)C(=O)OC (methyl 1H-1,2,4-triazole-3-carboxylate), [H-].[Na+] (sodium hydride), CI (methyl iodide). Solvent: C1CCOC1 (THF). The product is CN1N=C(N=C1)C(=O)OC (Methyl 1-methyl-1H-1,2,4-triazole-3-carboxylate). Isolated yield 26.1%. Reaction SMILES: [NH:1]1[CH:5]=[N:4][C:3]([C:6]([O:8][CH3:9])=[O:7])=[N:2]1.[H-].[Na+].[CH3:12]I>C1COCC1>[CH3:12][N:1]1[CH:5]=[N:4][C:3]([C:6]([O:8][CH3:9])=[O:7])=[N:2]1 |f:1.2|. Procedure details: A mixture of methyl 1H-1,2,4-triazole-3-carboxylate (1 g) and sodium hydride (0.315 g) in anhydrous THF (30 ml) was heated at reflux for 7 h under nitrogen. The reaction was cooled to RT and methyl iodide (1.12 g) was added. The reaction was heated at reflux overnight. The solvent was evaporated and water (10 ml) was added. This was extracted with DCM, the organic layer collected and evaporated to dryness. The residue was dissolved in methanol:DMSO (6 ml, 1:1) and purified by mass directed prepa... Reactants: FC1=CC(=C(C(=O)OC)C=C1)C(F)(F)F (methyl 4-fluoro-2-trifluoromethylbenzoate), N1N=CN=C1 (1,2,4-triazole), C([O-])([O-])=O.[K+].[K+] (potassium carbonate), CCOCC (ether). Solvent: CN(C=O)C (N,N-dimethylformamide). Reaction conditions: temperature 60 celsius, time 4 hour. The product is N1(N=CN=C1)C1=CC(=C(C(=O)OC)C=C1)C(F)(F)F (methyl 4-(1,2,4-triazol-1-yl)-2-trifluoromethylbenzoate). Yield: 83.9%. Reaction SMILES: F[C:2]1[CH:11]=[CH:10][C:5]([C:6]([O:8][CH3:9])=[O:7])=[C:4]([C:12]([F:15])([F:14])[F:13])[CH:3]=1.[NH:16]1[CH:20]=[N:19][CH:18]=[N:17]1.C(=O)([O-])[O-].[K+].[K+].CCOCC>CN(C)C=O>[N:16]1([C:2]2[CH:11]=[CH:10][C:5]([C:6]([O:8][CH3:9])=[O:7])=[C:4]([C:12]([F:15])([F:14])[F:13])[CH:3]=2)[CH:20]=[N:19][CH:18]=[N:17]1 |f:2.3.4|. Procedure: To a solution of methyl 4-fluoro-2-trifluoromethylbenzoate (4.95 g) in N,N-dimethylformamide was added 1,2,4-triazole (2.0 g) and potassium carbonate (4.0 g) at 20° C. and the mixture stirred for 4 hours at 60° C. The mixture was diluted (ether), washed (aqueous citric acid) and dried (magnesium sulfate). The residue was purified by chromatography to give methyl 4-(1,2,4-triazol-1-yl)-2-trifluoromethylbenzoate (5.07 g), NMR 3.98(s,3H),7.94-8.05(2H),8.15(2H),8.71(s,1H). Starting materials: NC=1C=C2C(=CNC2=CC1)CC1=C(C=C(C(=O)OC)C=C1)OC (methyl 4-(5-aminoindol-3-ylmethyl)-3-methoxybenzoate), CN1CCOCC1 (N-methylmorpholine), Cl (hydrochloric acid), C(CCCCC)(=O)Cl (hexanoyl chloride). Solvent: ClCCl (dichloromethane). Reaction conditions: time 2 hour. Yields the product C(CCCCC)(=O)NC=1C=C2C(=CNC2=CC1)CC1=C(C=C(C(=O)OC)C=C1)OC (Methyl 4-(5-hexanamidoindol-3-ylmethyl)-3-methoxybenzoate). The yield is 91.2%. As a reaction SMILES: [NH2:1][C:2]1[CH:3]=[C:4]2[C:8](=[CH:9][CH:10]=1)[NH:7][CH:6]=[C:5]2[CH2:11][C:12]1[CH:21]=[CH:20][C:15]([C:16]([O:18][CH3:19])=[O:17])=[CH:14][C:13]=1[O:22][CH3:23].CN1CCOCC1.[C:31](Cl)(=[O:37])[CH2:32][CH2:33][CH2:34][CH2:35][CH3:36].Cl>ClCCl>[C:31]([NH:1][C:2]1[CH:3]=[C:4]2[C:8](=[CH:9][CH:10]=1)[NH:7][CH:6]=[C:5]2[CH2:11][C:12]1[CH:21]=[CH:20][C:15]([C:16]([O:18][CH3:19])=[O:17])=[CH:14][C:13]=1[O:22][CH3:23])(=[O:37])[CH2:32][CH2:33][CH2:34][CH2:35][CH3:36]. Reported procedure: A stirred solution of methyl 4-(5-aminoindol-3-ylmethyl)-3-methoxybenzoate (A) (0.2 g.) in dichloromethane (5 ml. ) under an atmosphere of nitrogen, was treated with N-methylmorpholine (0.25 g.), followed by hexanoyl chloride (0.103 g.). After being stirred for 2 hours, the mixture was poured into 1M hydrochloric acid (20 ml.). This mixture was extracted with ethyl acetate (2×20 ml.). The combined organic extracts were dried (MgSO4) and evaporated. The yellow oil obtained was purified by flash c...